This data is from the Open Reaction Database (ORD), a public repository of structured organic reaction records. The task is: describe an organic reaction: reactants, conditions, products, and yield Starting materials: COCCO, CNC(=O)c1ccccc1Nc1nc(Cl)ncc1Cl, Cl, COc1c(N)ccc2c1CCCC(=O)N2C, C1COCCO1. The product is CNC(=O)c1ccccc1Nc1nc(Nc2ccc3c(c2OC)CCCC(=O)N3C)ncc1Cl. RXN SMILES: [CH3:43][O:44][CH2:45][CH2:46][OH:47].[Cl:17][c:18]1[n:19][cH:20][c:21]([Cl:35])[c:22]([NH:24][c:25]2[c:26]([C:27](=[O:28])[NH:29][CH3:30])[cH:31][cH:32][cH:33][cH:34]2)[n:23]1.[ClH:36].[NH2:1][c:2]1[c:3]([O:15][CH3:16])[c:4]2[c:5]([cH:13][cH:14]1)[N:6]([CH3:12])[C:7](=[O:11])[CH2:8][CH2:9][CH2:10]2.[O:37]1[CH2:38][CH2:39][O:40][CH2:41][CH2:42]1>>[NH:1]([c:2]1[c:3]([O:15][CH3:16])[c:4]2[c:5]([cH:13][cH:14]1)[N:6]([CH3:12])[C:7](=[O:11])[CH2:8][CH2:9][CH2:10]2)[c:18]1[n:19][cH:20][c:21]([Cl:35])[c:22]([NH:24][c:25]2[c:26]([C:27](=[O:28])[NH:29][CH3:30])[cH:31][cH:32][cH:33][cH:34]2)[n:23]1. Starting materials: ClC1=C(C(=O)Cl)C=CC=N1 (2-chloronicotinoyl chloride), [S-]C#N.[NH4+] (ammonium thiocyanate), CNC1=CC=C(C=C1)CC(=O)OCC (ethyl [4-(methylamino)phenyl]acetate). The solvent is CC(=O)C (acetone). Yields the product CN(C=1SC2=C(C(N1)=O)C=CC=N2)C2=CC=C(C=C2)CC(=O)OCC (ethyl [4-[N-methyl-N-(4-oxo-4H-pyrido[3,2-e]-1,3-thiazin-2-yl)amino]phenyl]acetate). Isolated yield 49.7%. Reaction SMILES: Cl[C:2]1[N:10]=[CH:9][CH:8]=[CH:7][C:3]=1[C:4](Cl)=[O:5].[S-:11][C:12]#[N:13].[NH4+].[CH3:15][NH:16][C:17]1[CH:22]=[CH:21][C:20]([CH2:23][C:24]([O:26][CH2:27][CH3:28])=[O:25])=[CH:19][CH:18]=1>CC(C)=O>[CH3:15][N:16]([C:17]1[CH:18]=[CH:19][C:20]([CH2:23][C:24]([O:26][CH2:27][CH3:28])=[O:25])=[CH:21][CH:22]=1)[C:12]1[S:11][C:2]2[N:10]=[CH:9][CH:8]=[CH:7][C:3]=2[C:4](=[O:5])[N:13]=1 |f:1.2|. Procedure details: The reaction procedure of Example 102 was followed except that 1.256 g of 2-chloronicotinoyl chloride, 543 mg of ammonium thiocyanate, 1.379 g of ethyl [4-(methylamino)phenyl]acetate and 24 ml of acetone were used. The product was then recrystallized from ethanol to obtain 1.26 g of ethyl [4-[N-methyl-N-(4-oxo-4H-pyrido[3,2-e]-1,3-thiazin-2-yl)amino]phenyl]acetate. Starting materials: ClC1=C(C=CC(=C1)NC1=C(C=CC=C1)COCCO)C(=O)C1=C(C=CC=C1)C ([2-Chloro-4-({2-[(hydroxyethoxy)methyl]phenyl}amino)phenyl](2-methylphenyl)methanone), C1(=CC=C(C=C1)S(=O)(=O)Cl)C (p-toluenesulfonyl chloride). Run in N1=CC=CC=C1 (pyridine). Run at time 3 hour. Product: CC1=CC=C(C=C1)S(=O)(=O)OCCOCC1=C(C=CC=C1)NC1=CC(=C(C=C1)C(=O)C1=C(C=CC=C1)C)Cl (2-{[2-({3-Chloro-4-[(2-methylphenyl)carbonyl]phenyl}amino)benzyl]oxy}ethyl 4-methylbenzenesulfonate). Reaction SMILES: [Cl:1][C:2]1[CH:7]=[C:6]([NH:8][C:9]2[CH:14]=[CH:13][CH:12]=[CH:11][C:10]=2[CH2:15][O:16][CH2:17][CH2:18][OH:19])[CH:5]=[CH:4][C:3]=1[C:20]([C:22]1[CH:27]=[CH:26][CH:25]=[CH:24][C:23]=1[CH3:28])=[O:21].[C:29]1([CH3:39])[CH:34]=[CH:33][C:32]([S:35](Cl)(=[O:37])=[O:36])=[CH:31][CH:30]=1>N1C=CC=CC=1>[CH3:39][C:29]1[CH:34]=[CH:33][C:32]([S:35]([O:19][CH2:18][CH2:17][O:16][CH2:15][C:10]2[CH:11]=[CH:12][CH:13]=[CH:14][C:9]=2[NH:8][C:6]2[CH:5]=[CH:4][C:3]([C:20]([C:22]3[CH:27]=[CH:26][CH:25]=[CH:24][C:23]=3[CH3:28])=[O:21])=[C:2]([Cl:1])[CH:7]=2)(=[O:37])=[O:36])=[CH:31][CH:30]=1. Procedure: Compound 156 (1.0 g, 2.55 mmol) was dissolved in pyridine (1.3 mL) under an argon atmosphere. The solution was cooled on an ice bath and p-toluenesulfonyl chloride (0.56 g, 2.9 mmol) was added. The suspension was stirred for 3 h at room temperature. The reaction was quenched with water and the water phase was extracted twice with EtOAc. The combined organic phases were washed with brine, dried (Na2SO4), filtered and evaporated in vacuo. The crude product was purified by flash chromatography elut... Starting materials: Cc1ccc(S(=O)(=O)OC2CCCN(C(=O)OC(C)(C)C)C2)cc1, CN(C)C=O, [H-], [H][H], [Na+], S=c1[nH]c2ccccc2cc1-c1ccccc1. Product: CC(C)(C)OC(=O)N1CCCC(Sc2nc3ccccc3cc2-c2ccccc2)C1. Reaction SMILES: [C:22]([CH3:23])([CH3:24])([CH3:25])[O:26][C:27](=[O:28])[N:29]1[CH2:30][CH:31]([O:35][S:36]([c:37]2[cH:38][cH:39][c:40]([CH3:41])[cH:42][cH:43]2)(=[O:44])=[O:45])[CH2:32][CH2:33][CH2:34]1.[CH3:46][N:47]([CH3:48])[CH:49]=[O:50].[H-:18].[H:20][H:21].[Na+:19].[c:1]1(-[c:7]2[c:8](=[S:17])[nH:9][c:10]3[cH:11][cH:12][cH:13][cH:14][c:15]3[cH:16]2)[cH:2][cH:3][cH:4][cH:5][cH:6]1>>[c:1]1(-[c:7]2[c:8]([S:17][CH:31]3[CH2:30][N:29]([C:27]([O:26][C:22]([CH3:23])([CH3:24])[CH3:25])=[O:28])[CH2:34][CH2:33][CH2:32]3)[n:9][c:10]3[cH:11][cH:12][cH:13][cH:14][c:15]3[cH:16]2)[cH:2][cH:3][cH:4][cH:5][cH:6]1. Product: CS(=O)(=O)OCC(COCCCCCCCCCCCCC1CCCCC1)OC (2-Methoxy-3-(12-cyclohexyldodecyloxy)propyl methanesulfonate). The yield is 79.1%. RXN SMILES: ClCCl.[CH:4]1([CH2:10][CH2:11][CH2:12][CH2:13][CH2:14][CH2:15][CH2:16][CH2:17][CH2:18][CH2:19][CH2:20][CH2:21][O:22][CH2:23][CH:24]([CH2:27][OH:28])[O:25][CH3:26])[CH2:9][CH2:8][CH2:7][CH2:6][CH2:5]1.[CH3:29][S:30](Cl)(=[O:32])=[O:31]>C(N(CC)CC)C>[CH3:29][S:30]([O:28][CH2:27][CH:24]([O:25][CH3:26])[CH2:23][O:22][CH2:21][CH2:20][CH2:19][CH2:18][CH2:17][CH2:16][CH2:15][CH2:14][CH2:13][CH2:12][CH2:11][CH2:10][CH:4]1[CH2:9][CH2:8][CH2:7][CH2:6][CH2:5]1)(=[O:32])=[O:31]. The solvent is C(C)N(CC)CC (triethylamine). Reported procedure: To 100 ml of dichloromethane are added 10.8 g of 1-(12-cyclohexyldodecyl)-2-methylglycerine and 4.42 ml of triethylamine, to which 3.64 g of methanesulfonyl chloride is added dropwise with stirring under ice cooling. Then, the mixture is stirred at room temperature for 2 hours to complete the reaction. The reaction mixture is washed with water, an aqueous sodium bicarbonate solution and water, and dried. The solvent is removed by distillation to leave 10.42 g of the captioned compound. Starting materials: ClCCl (dichloromethane), C1(CCCCC1)CCCCCCCCCCCCOCC(OC)CO (1-(12-cyclohexyldodecyl)-2-methylglycerine), CS(=O)(=O)Cl (methanesulfonyl chloride). Reaction conditions: temperature 110 celsius. Isolated yield 49.1%. The solvent is C1(=CC=CC=C1)C (toluene). Starting materials: C(C1=CC=CC=C1)N1C(=CC2=NC(=CC=C21)Cl)C2=NC=CC=C2 (1-benzyl-5-chloro-2-pyridin-2-yl-1H-pyrrolo[3,2-b]pyridine), N(NC(=O)OC(C)(C)C)C(=O)OC(C)(C)C (di-tert-butyl hydrazine-1,2-dicarboxylate), C(=O)([O-])[O-].[Cs+].[Cs+] (Cs2CO3). Reported procedure: 1-Benzyl-5-chloro-2-pyridin-2-yl-1H-pyrrolo[3,2-b]pyridine (38 mg, 0.12 mmol, from Step 1), di-tert-butyl hydrazine-1,2-dicarboxylate (41 mg, 0.18 mmol) and Cs2CO3 (58 mg, 0.18 mmol) were combined in toluene (4.1 mL) and dicyclohexyl(2′,4′,6′-triisopropylbiphenyl-2-yl)phosphine-(2′-aminobiphenyl-2-yl)(chloro)palladium (1:1) (9.3 mg, 0.012 mmol) was added. The mixture was degassed by a stream of nitrogen through the solution for 10 minutes. The reaction was heated to 110° C. overnight. The mixtur... Reaction SMILES: [CH2:1]([N:8]1[C:16]2[C:11](=[N:12][C:13](Cl)=[CH:14][CH:15]=2)[CH:10]=[C:9]1[C:18]1[CH:23]=[CH:22][CH:21]=[CH:20][N:19]=1)[C:2]1[CH:7]=[CH:6][CH:5]=[CH:4][CH:3]=1.[NH:24]([C:33](OC(C)(C)C)=O)[NH:25]C(OC(C)(C)C)=O.[C:40]([O-])([O-])=O.[Cs+].[Cs+]>C1(C)C=CC=CC=1.C1(P(C2CCCCC2)C2C=CC=CC=2C2C(C(C)C)=CC(C(C)C)=CC=2C(C)C)CCCCC1.NC1C=CC=CC=1C1C=CC=CC=1[Pd]Cl>[CH2:1]([N:8]1[C:16]2[CH:15]=[CH:14][C:13]3[N:12]([C:33]([CH3:40])=[N:24][N:25]=3)[C:11]=2[CH:10]=[C:9]1[C:18]1[CH:23]=[CH:22][CH:21]=[CH:20][N:19]=1)[C:2]1[CH:7]=[CH:6][CH:5]=[CH:4][CH:3]=1 |f:2.3.4,6.7|. Product: C(C1=CC=CC=C1)N1C(=CC2=C1C=CC=1N2C(=NN1)C)C1=NC=CC=C1 (6-benzyl-1-methyl-7-pyridin-2yl-6H-pyrrolo[2,3-e][1,2,4]triazolo[4,3-a]pyridine). Reagents/catalysts: C1(CCCCC1)P(C1=C(C=CC=C1)C1=C(C=C(C=C1C(C)C)C(C)C)C(C)C)C1CCCCC1.NC1=C(C=CC=C1)C1=C(C=CC=C1)[Pd]Cl (dicyclohexyl(2′,4′,6′-triisopropylbiphenyl-2-yl)phosphine (2′-aminobiphenyl-2-yl)(chloro)palladium). Starting materials: CN(C)CCN, Nc1nc(Nc2ccc(C(=O)O)c(Cl)c2)sc1C(=O)c1c(F)cccc1F. Yields the product CN(C)CCNC(=O)c1ccc(Nc2nc(N)c(C(=O)c3c(F)cccc3F)s2)cc1Cl. As a reaction SMILES: [CH3:28][N:29]([CH2:30][CH2:31][NH2:32])[CH3:33].[NH2:1][c:2]1[n:3][c:4]([NH:17][c:18]2[cH:19][c:20]([Cl:27])[c:21]([C:22](=[O:23])[OH:24])[cH:25][cH:26]2)[s:5][c:6]1[C:7]([c:8]1[c:9]([F:15])[cH:10][cH:11][cH:12][c:13]1[F:14])=[O:16]>>[NH2:1][c:2]1[n:3][c:4]([NH:17][c:18]2[cH:19][c:20]([Cl:27])[c:21]([C:22](=[O:23])[NH:32][CH2:31][CH2:30][N:29]([CH3:28])[CH3:33])[cH:25][cH:26]2)[s:5][c:6]1[C:7]([c:8]1[c:9]([F:15])[cH:10][cH:11][cH:12][c:13]1[F:14])=[O:16]. Procedure: KOH (5.0 eq.) was added to a solution of methyl 13-cyclohexyl-6-(2,5-dimethyl-8,8-dioxido-10-phenyl-8-thia-2,5,9-triazadec-1-yl)-6,7-dihydroindolo[1,2-d][1,4]benzoxazepine-10-carboxylate (0.02 M) in dioxane/H2O (1/1). The reaction was heated at 60° C. for 4.5 h. The reaction was allowed to cool to RT and acidified with 1N HCl (aq), the mixture was extracted two times with DCM. The combined organics were washed with brine, dried (Na2SO4), filtered and concentrated in vacuo to afford the product (... The solvent is C1CCOC1.CCOCC (THF Et2O). The reactants are [OH-].[K+] (KOH), C1(CCCCC1)C=1C=2C=CC(=CC2N2CC(OC3=C(C21)C=CC=C3)CN(CCN(CCS(NCC3=CC=CC=C3)(=O)=O)C)C)C(=O)OC (methyl 13-cyclohexyl-6-(2,5-dimethyl-8,8-dioxido-10-phenyl-8-thia-2,5,9-triazadec-1-yl)-6,7-dihydroindolo[1,2-d][1,4]benzoxazepine-10-carboxylate), Cl (HCl). The product is C1(CCCCC1)C=1C=2C=CC(=CC2N2CC(OC3=C(C21)C=CC=C3)CN(CCN(CCS(NCC3=CC=CC=C3)(=O)=O)C)C)C(=O)O (13-cyclohexyl-6-(2,5-dimethyl-8,8-dioxido-10-phenyl-8-thia-2,5,9-triazadec-1-yl)-6,7-dihydroindolo[1,2-d][1,4]benzoxazepine-10-carboxylic acid). RXN SMILES: [OH-].[K+].[CH:3]1([C:9]2[C:10]3[CH:11]=[CH:12][C:13]([C:47]([O:49]C)=[O:48])=[CH:14][C:15]=3[N:16]3[C:22]=2[C:21]2[CH:23]=[CH:24][CH:25]=[CH:26][C:20]=2[O:19][CH:18]([CH2:27][N:28]([CH3:46])[CH2:29][CH2:30][N:31]([CH3:45])[CH2:32][CH2:33][S:34](=[O:44])(=[O:43])[NH:35][CH2:36][C:37]2[CH:42]=[CH:41][CH:40]=[CH:39][CH:38]=2)[CH2:17]3)[CH2:8][CH2:7][CH2:6][CH2:5][CH2:4]1.Cl>C1COCC1.CCOCC>[CH:3]1([C:9]2[C:10]3[CH:11]=[CH:12][C:13]([C:47]([OH:49])=[O:48])=[CH:14][C:15]=3[N:16]3[C:22]=2[C:21]2[CH:23]=[CH:24][CH:25]=[CH:26][C:20]=2[O:19][CH:18]([CH2:27][N:28]([CH3:46])[CH2:29][CH2:30][N:31]([CH3:45])[CH2:32][CH2:33][S:34](=[O:44])(=[O:43])[NH:35][CH2:36][C:37]2[CH:38]=[CH:39][CH:40]=[CH:41][CH:42]=2)[CH2:17]3)[CH2:4][CH2:5][CH2:6][CH2:7][CH2:8]1 |f:0.1,4.5|. Reaction conditions: temperature 60 celsius. Starting materials: CO, CCO, Cl, COC(=O)Oc1cc(Nc2ncnc3cc([N+](=O)[O-])c(OC)cc23)c(F)cc1C. Product: Cl, COC(=O)Oc1cc(Nc2ncnc3cc(N)c(OC)cc23)c(F)cc1C. RXN SMILES: [CH3:31][OH:32].[CH3:33][CH2:34][OH:35].[ClH:1].[F:2][c:3]1[c:4]([NH:5][c:6]2[n:7][cH:8][n:9][c:10]3[cH:11][c:12]([N+:18]([O-:19])=[O:20])[c:13]([O:16][CH3:17])[cH:14][c:15]23)[cH:21][c:22]([O:26][C:27](=[O:28])[O:29][CH3:30])[c:23]([CH3:25])[cH:24]1>>[ClH:1].[F:2][c:3]1[c:4]([NH:5][c:6]2[n:7][cH:8][n:9][c:10]3[cH:11][c:12]([NH2:18])[c:13]([O:16][CH3:17])[cH:14][c:15]23)[cH:21][c:22]([O:26][C:27](=[O:28])[O:29][CH3:30])[c:23]([CH3:25])[cH:24]1.